Dataset: the Open Reaction Database (ORD), a public repository of structured organic reaction records. Task: describe an organic reaction: reactants, conditions, products, and yield Reactants: BrC=1SC=C(N1)C(=O)NC=1C=NN(C1[C@@H]1CC[C@H]([C@@H](CO1)F)NC(OC(C)(C)C)=O)C (tert-butyl ((3S,4R,7S)-7-(4-(2-bromothiazole-4-carboxamido)-1-methyl-1H-pyrazol-5-yl)-3-fluorooxepan-4-yl)carbamate), BrC=1SC=C(N1)C(=O)NC=1C=NN(C1[C@@H]1CC[C@H]([C@@H](CO1)F)NC(OC(C)(C)C)=O)C (tert-butyl ((3S,4R,7S)-7-(4-(2-bromothiazole-4-carboxamido)-1-methyl-1H-pyrazol-5-yl)-3-fluorooxepan-4-yl)carbamate), ClC1=C(C(=CC=C1)F)B(O)O ((2-chloro-6-fluorophenyl)boronic acid). Yields the product N[C@@H]1CC[C@H](OC[C@H]1F)C1=C(C=NN1C)NC(=O)C=1N=C(SC1)C1=C(C=CC=C1F)Cl (N-(5-((2S,5R,6S)-5-amino-6-fluorooxepan-2-yl)-1-methyl-1H-pyrazol-4-yl)-2-(2-chloro-6-fluorophenyl)thiazole-4-carboxamide). As a reaction SMILES: Br[C:2]1[S:3][CH:4]=[C:5]([C:7]([NH:9][C:10]2[CH:11]=[N:12][N:13]([CH3:31])[C:14]=2[C@H:15]2[O:21][CH2:20][C@@H:19]([F:22])[C@H:18]([NH:23]C(=O)OC(C)(C)C)[CH2:17][CH2:16]2)=[O:8])[N:6]=1.[Cl:32][C:33]1[CH:38]=[CH:37][CH:36]=[C:35]([F:39])[C:34]=1B(O)O>>[NH2:23][C@H:18]1[C@H:19]([F:22])[CH2:20][O:21][C@H:15]([C:14]2[N:13]([CH3:31])[N:12]=[CH:11][C:10]=2[NH:9][C:7]([C:5]2[N:6]=[C:2]([C:34]3[C:35]([F:39])=[CH:36][CH:37]=[CH:38][C:33]=3[Cl:32])[S:3][CH:4]=2)=[O:8])[CH2:16][CH2:17]1. Procedure: Following the procedure for Example 101 starting from tert-butyl ((3S,4R,7S)-7-(4-(2-bromothiazole-4-carboxamido)-1-methyl-1H-pyrazol-5-yl)-3-fluorooxepan-4-yl)carbamate (Intermediate 99), and replacing 3,6-dihydro-2H-pyran-4-boronic acid pinacol ester with (2-chloro-6-fluorophenyl)boronic acid gave 284. 1H NMR (400 MHz, DMSO-d6) δ 9.90 (s, 1H), 8.66 (s, 1H), 7.72 (s, 1H), 7.64 (td, J=8.3, 6.0 Hz, 1H), 7.58-7.51 (m, 1H), 7.50-7.40 (m, 1H), 4.77 (dd, J=10.9, 3.7 Hz, 1H), 4.38-4.17 (m, 1H), 4.17-4... The reactants are C(C1=CC=CC=C1)OC(=O)N[C@@H](C(C)C(F)(F)F)C(=O)NC=1C=C(C=CC1F)C[C@H](C(=O)OCC)C (ethyl (2R)-3-[3-({N-[(benzyloxy)carbonyl]-4,4,4-trifluorovalyl}amino)-4-fluorophenyl]-2-methylpropanoate). Reagents/catalysts: [Pd] (palladium on carbon). Run in C(C)O (ethanol), C1CCOC1 (THF). Run at time 8 hour. Yields the product FC1=C(C=C(C=C1)C[C@H](C(=O)OCC)C)NC([C@@H](N)C(C)C(F)(F)F)=O (Ethyl (2R)-3-{4-fluoro-3-[(4,4,4-trifluorovalyl)amino]phenyl}-2-methylpropanoate). As a reaction SMILES: C(OC([NH:11][C@H:12]([C:19]([NH:21][C:22]1[CH:23]=[C:24]([CH2:29][C@@H:30]([CH3:36])[C:31]([O:33][CH2:34][CH3:35])=[O:32])[CH:25]=[CH:26][C:27]=1[F:28])=[O:20])[CH:13]([C:15]([F:18])([F:17])[F:16])[CH3:14])=O)C1C=CC=CC=1>C(O)C.C1COCC1.[Pd]>[F:28][C:27]1[CH:26]=[CH:25][C:24]([CH2:29][C@@H:30]([CH3:36])[C:31]([O:33][CH2:34][CH3:35])=[O:32])=[CH:23][C:22]=1[NH:21][C:19](=[O:20])[C@H:12]([CH:13]([C:15]([F:18])([F:17])[F:16])[CH3:14])[NH2:11]. Procedure: 2.36 g (4.61 mmol) of ethyl (2R)-3-[3-({N-[(benzyloxy)carbonyl]-4,4,4-trifluorovalyl}amino)-4-fluorophenyl]-2-methylpropanoate (Example 37A, mixture of 4 isomers) were dissolved in a mixture of 9.8 ml of ethanol and 9.8 ml of THF. The solution was inertized with argon, and 293 mg of palladium on carbon (10%) were added. The reaction mixture was stirred vigorously at standard pressure under an atmosphere of hydrogen overnight. Following filtration through kieselguhr and washing with dichlorometha... Starting materials: C(=O)OC=O (formic acid anhydride), C(C)(=O)OC(C)=O (acetic acid anhydride), C(=O)O (formic acid), NC1=C(C=O)C=C(C=C1)Br (2-amino-5-bromobenzaldehyde). The solvent is C1CCOC1 (THF), C1CCOC1 (THF), C1CCOC1 (THF). Run at temperature 60 celsius, time 2 hour. Product: BrC1=CC(=C(C=C1)NC=O)C=O (4-bromo-2-formylphenylformamide). The yield is 82.0%. As a reaction SMILES: [C:1](OC(=O)C)(=[O:3])C.C(O)=O.[NH2:11][C:12]1[CH:19]=[CH:18][C:17]([Br:20])=[CH:16][C:13]=1[CH:14]=[O:15].C(OC=O)=O>C1COCC1>[Br:20][C:17]1[CH:18]=[CH:19][C:12]([NH:11][CH:1]=[O:3])=[C:13]([CH:14]=[O:15])[CH:16]=1. Procedure details: To acetic acid anhydride (34.8 ml) was added formic acid (17.0 ml) at 0° C., and the mixture was stirred at 60° C. for 2 hours, cooled and diluted with THF (200 ml). In THF (100 ml) was dissolved 2-amino-5-bromobenzaldehyde (16.40 g), and the mixture was added dropwise to the previously prepared solution of formic acid anhydride in THF at 0° C. The mixture was stirred at 0° C. for 2 hours, and the solvent was evaporated under reduced pressure. The residue was washed with hexane and filtered to g... The reactants are CN1C(N(C(C=2C1=CN(C2B(O)O)CCSC(C2=CC=CC=C2)(C2=CC=CC=C2)C2=CC=CC=C2)=O)C)=O (1,3-dimethyl-2,4-dioxo-6-(2-(tritylthio)ethyl)-2,3,4,6-tetrahydro-1H-pyrrolo[3,4-d]pyrimidin-5-ylboronic acid), Pd-118, [OH-].[Ba+2].[OH-] (barium hydroxide), CN1C(N(C(C=2C1=CN(C2B(O)O)CCSC(C2=CC=CC=C2)(C2=CC=CC=C2)C2=CC=CC=C2)=O)C)=O (1,3-dimethyl-2,4-dioxo-6-(2-(tritylthio)ethyl)-2,3,4,6-tetrahydro-1H-pyrrolo[3,4-d]pyrimidin-5-ylboronic acid), BrC=1C=C(C#N)C=CC1 (3-bromobenzonitrile), O (Water). Solvent: C(Cl)Cl (DCM), C(CCC)OC(=O)C (n-BuOAc). Reaction conditions: temperature 80 celsius, time 90 minute. Yields the product CN1C(N(C(C=2C1=CN(C2C=2C=C(C#N)C=CC2)CCSC(C2=CC=CC=C2)(C2=CC=CC=C2)C2=CC=CC=C2)=O)C)=O (3-(1,3-Dimethyl-2,4-dioxo-6-(2-(tritylthio)ethyl)-2,3,4,6-tetrahydro-1H-pyrrolo[3,4-d]pyrimidin-5-yl)benzonitrile). Reaction SMILES: [CH3:1][N:2]1[C:7]2=[CH:8][N:9]([CH2:14][CH2:15][S:16][C:17]([C:30]3[CH:35]=[CH:34][CH:33]=[CH:32][CH:31]=3)([C:24]3[CH:29]=[CH:28][CH:27]=[CH:26][CH:25]=3)[C:18]3[CH:23]=[CH:22][CH:21]=[CH:20][CH:19]=3)[C:10](B(O)O)=[C:6]2[C:5](=[O:36])[N:4]([CH3:37])[C:3]1=[O:38].Br[C:40]1[CH:41]=[C:42]([CH:45]=[CH:46][CH:47]=1)[C:43]#[N:44].[OH-].[Ba+2].[OH-].O>C(OC(C)=O)CCC.C(Cl)Cl>[CH3:1][N:2]1[C:7]2=[CH:8][N:9]([CH2:14][CH2:15][S:16][C:17]([C:30]3[CH:35]=[CH:34][CH:33]=[CH:32][CH:31]=3)([C:24]3[CH:29]=[CH:28][CH:27]=[CH:26][CH:25]=3)[C:18]3[CH:23]=[CH:22][CH:21]=[CH:20][CH:19]=3)[C:10]([C:40]3[CH:41]=[C:42]([CH:45]=[CH:46][CH:47]=3)[C:43]#[N:44])=[C:6]2[C:5](=[O:36])[N:4]([CH3:37])[C:3]1=[O:38] |f:2.3.4|. Reported procedure: A suspension comprising 1,3-dimethyl-2,4-dioxo-6-(2-(tritylthio)ethyl)-2,3,4,6-tetrahydro-1H-pyrrolo[3,4-d]pyrimidin-5-ylboronic acid (Intermediate F) (300 mg, 0.571 mmol), 3-bromobenzonitrile (104 mg, 0.571 mmol) and barium hydroxide (196 mg, 1.142 mmol) in n-BuOAc (5710 μL) was treated with Pd-118 (18.61 mg, 0.029 mmol) and the mixture was heated to 80° C. Water (247 μL, 13.70 mmol) was added at 80° C. and the suspension was stirred rapidly for 90 minutes. After cooling to RT, the mixture was ... Reactants: C(C)(C)(C)OC(=O)N1CCN(CC1)C=1C=CC=C2C=CC=NC12 (8-(4-t-butyloxycarbonylpiperazin-1-yl)quinoline). Reagents/catalysts: [Pt] (Pt/C). Run in CCO (EtOH). Product: C(C)(C)(C)OC(=O)N1CCN(CC1)C=1C=CC=C2CCCNC12 (8-(4-t-butyloxycarbonylpiperazin-1-yl)-1,2,3,4-tetrahydroquinoline). The yield is 94.2%. RXN SMILES: [C:1]([O:5][C:6]([N:8]1[CH2:13][CH2:12][N:11]([C:14]2[CH:15]=[CH:16][CH:17]=[C:18]3[C:23]=2[N:22]=[CH:21][CH:20]=[CH:19]3)[CH2:10][CH2:9]1)=[O:7])([CH3:4])([CH3:3])[CH3:2]>CCO.[Pt]>[C:1]([O:5][C:6]([N:8]1[CH2:13][CH2:12][N:11]([C:14]2[CH:15]=[CH:16][CH:17]=[C:18]3[C:23]=2[NH:22][CH2:21][CH2:20][CH2:19]3)[CH2:10][CH2:9]1)=[O:7])([CH3:4])([CH3:2])[CH3:3]. Procedure: The compound of Step 2 (280 mg, 0.89 mmol) is dissolved in EtOH (70 mL), and Pt/C 10% (300 mg) is added. The mixture is pressurized to 45 psi under hydrogen and reacted for about 4 hours. The mixture is filtered over celite and concentrated. The residue is purified to afford about 266 mg of 8-(4-t-butyloxycarbonylpiperazin-1-yl)-1,2,3,4-tetrahydroquinoline (94%). EIS-MS 318.1 [M+1] The reactants are ClC1=NC(=CC(=C1)C#N)Cl (2,6-dichloropyridine-4-carbonitrile), CS(=O)C (dimethylsulfoxide), O.NN (hydrazine hydrate). Solvent: O (water). The product is ClC1=CC(=CC(=N1)NN)C#N (6-chloro-2-hydrazinopyridine-4-carbonitrile). As a reaction SMILES: [Cl:1][C:2]1[CH:7]=[C:6]([C:8]#[N:9])[CH:5]=[C:4](Cl)[N:3]=1.CS(C)=O.O.[NH2:16][NH2:17]>O>[Cl:1][C:2]1[N:3]=[C:4]([NH:16][NH2:17])[CH:5]=[C:6]([C:8]#[N:9])[CH:7]=1 |f:2.3|. Procedure: A solution of 30.6 g of 2,6-dichloropyridine-4-carbonitrile and 100 ml of dimethylsulfoxide was cooled to 0° C. in an ice bath and 26 g of hydrazine hydrate was added dropwise at a rate such that the temperature remained below 30° C. A heavy yellow precipitate formed and, after 2 hours, the reaction mixture was poured into 200 ml of water. The yellow solid was collected by filtration and dried to give 6-chloro-2-hydrazinopyridine-4-carbonitrile melting at about 208°-210° C.